Dataset: the Open Reaction Database (ORD), a public repository of structured organic reaction records. Task: describe an organic reaction: reactants, conditions, products, and yield Starting materials: [Al+3], O=C1OCc2cc(Br)ccc21, CCOC(C)=O, CN, [Cl-], [Cl-], [Cl-], CC(Cl)Cl, ClCCCl. Yields the product CNC(=O)c1ccc(Br)cc1CO. Reaction SMILES: [Al+3:2].[Br:15][c:16]1[cH:17][c:18]2[c:22]([cH:23][cH:24]1)[C:21](=[O:25])[O:20][CH2:19]2.[CH3:26][CH2:27][O:28][C:29]([CH3:30])=[O:31].[CH3:9][NH2:10].[Cl-:1].[Cl-:3].[Cl-:4].[Cl:11][CH:12]([Cl:13])[CH3:14].[Cl:5][CH2:6][CH2:7][Cl:8]>>[CH3:9][NH:10][C:21]([c:22]1[c:18]([CH2:19][OH:20])[cH:17][c:16]([Br:15])[cH:24][cH:23]1)=[O:25]. Procedure details: Pyridine (1 ml) was added to a solution of 2-(2-fluorophenylthio)phenol (9.4 g) in acetic anhydride (10 ml), and the mixture was stirred at room temperature for 30 minutes. The excess of acetic anhydride was distilled off under reduced pressure, and the resultant oily residue was dissolved in diethyl ether. The ether solution was washed with 10% hydrochloric acid and water in turn, dried and evaporated under reduced pressure to give oily 2-fluorophenyl 2-acetoxyphenyl thioether (11.2 g). Conditions: time 30 minute. The reactants are N1=CC=CC=C1 (Pyridine), FC1=C(C=CC=C1)SC1=C(C=CC=C1)O (2-(2-fluorophenylthio)phenol), C(C)(=O)OC(C)=O (acetic anhydride). As a reaction SMILES: N1C=CC=CC=1.[F:7][C:8]1[CH:13]=[CH:12][CH:11]=[CH:10][C:9]=1[S:14][C:15]1[CH:20]=[CH:19][CH:18]=[CH:17][C:16]=1[OH:21].[C:22](OC(=O)C)(=[O:24])[CH3:23]>>[C:22]([O:21][C:16]1[CH:17]=[CH:18][CH:19]=[CH:20][C:15]=1[S:14][C:9]1[CH:10]=[CH:11][CH:12]=[CH:13][C:8]=1[F:7])(=[O:24])[CH3:23]. The product is C(C)(=O)OC1=C(C=CC=C1)SC1=C(C=CC=C1)F (2-fluorophenyl 2-acetoxyphenyl thioether).